This data is from the Open Reaction Database (ORD), a public repository of structured organic reaction records. The task is: describe an organic reaction: reactants, conditions, products, and yield Reactants: ClC1=C(C(=O)C2=CC=C(C=C2)Cl)C=C(C=C1)[N+](=O)[O-] (2,4'-dichloro-5-nitro-benzophenone), N1CCCCC1 (piperidine), C([O-])([O-])=O.[Ca+2] (calcium carbonate). Solvent: C(C)O (ethanol). Product: N1(CCCCC1)C1=C(C=CC=C1[N+](=O)[O-])C(=O)C1=CC=C(C=C1)Cl ([2-(1-piperidinyl)-3-nitrophenyl]-(4-chlorophenyl)-methanone). Isolated yield 91.2%. Reaction SMILES: Cl[C:2]1[CH:16]=[CH:15][C:14]([N+:17]([O-:19])=[O:18])=[CH:13][C:3]=1[C:4]([C:6]1[CH:11]=[CH:10][C:9]([Cl:12])=[CH:8][CH:7]=1)=[O:5].[NH:20]1[CH2:25][CH2:24][CH2:23][CH2:22][CH2:21]1.C(=O)([O-])[O-].[Ca+2]>C(O)C>[N:20]1([C:13]2[C:14]([N+:17]([O-:19])=[O:18])=[CH:15][CH:16]=[CH:2][C:3]=2[C:4]([C:6]2[CH:11]=[CH:10][C:9]([Cl:12])=[CH:8][CH:7]=2)=[O:5])[CH2:25][CH2:24][CH2:23][CH2:22][CH2:21]1 |f:2.3|. Reported procedure: Proceeding as in example 2, with 0.035 mole (10.4 g) of 2,4'-dichloro-5-nitro-benzophenone and 0.07 mole (6 g) of piperidine and 0.035 mole (5 g) of calcium carbonate mixed in ethanol, 11 g (Yield: 97%) of the expected product are obtained after recrystallization in ethanol. M.P.=141° C. Reactants: O (water), C([O-])([O-])=O.[K+].[K+] (potassium carbonate), ClC1=NC(=NC(=C1)Cl)C (4,6-dichloro-2-methyl-pyrimidine), OC1=CC2=C(NC(O2)=O)C(=C1)C (6-hydroxy-4-methyl-3H-benzoxazol-2-one). The solvent is CN(C)C=O (DMF). Conditions: time 2 hour. Product: ClC1=CC(=NC(=N1)C)OC1=CC2=C(NC(O2)=O)C(=C1)C (6-(6-chloro-2-methyl-pyrimidin-4-yloxy)-4-methyl-3H-benzoxazol-2-one). Reaction SMILES: C(=O)([O-])[O-].[K+].[K+].Cl[C:8]1[CH:13]=[C:12]([Cl:14])[N:11]=[C:10]([CH3:15])[N:9]=1.[OH:16][C:17]1[CH:26]=[C:25]([CH3:27])[C:20]2[NH:21][C:22](=[O:24])[O:23][C:19]=2[CH:18]=1.O>CN(C=O)C>[Cl:14][C:12]1[N:11]=[C:10]([CH3:15])[N:9]=[C:8]([O:16][C:17]2[CH:26]=[C:25]([CH3:27])[C:20]3[NH:21][C:22](=[O:24])[O:23][C:19]=3[CH:18]=2)[CH:13]=1 |f:0.1.2|. Reported procedure: 100 mg (0.724 mmol) potassium carbonate and 110 mg (0.655 mmol) 4,6-dichloro-2-methyl-pyrimidine were added to 100 mg (0.575 mmol) 6-hydroxy-4-methyl-3H-benzoxazol-2-one in 1.5 mL DMF and the mixture was stirred for 2 h at RT. Then 15 mL water were added and the mixture was stirred overnight at RT. The precipitate formed was suction filtered, washed with water and dried i. vac.